This data is from the Open Reaction Database (ORD), a public repository of structured organic reaction records. The task is: describe an organic reaction: reactants, conditions, products, and yield Starting materials: C, C1CCOC1, CCO, CCOC(C)=O, CC(=O)O, CO, [Fe], O=[N+]([O-])c1cnc2ccccc2c1, [Pd], O=[Pt], Cl[Sn]Cl, [Zn]. Product: Nc1cnc2ccccc2c1. Reaction SMILES: [C:26].[CH2:36]1[O:37][CH2:38][CH2:39][CH2:40]1.[CH3:14][CH2:15][OH:16].[CH3:17][CH2:18][O:19][C:20](=[O:21])[CH3:22].[CH3:32][C:33](=[O:34])[OH:35].[CH3:41][OH:42].[Fe:30].[N+:1]([O-:2])(=[O:3])[c:4]1[cH:5][n:6][c:7]2[cH:8][cH:9][cH:10][cH:11][c:12]2[cH:13]1.[Pd:27].[Pt:28]=[O:29].[Sn:23]([Cl:24])[Cl:25].[Zn:31]>>[NH2:1][c:4]1[cH:5][n:6][c:7]2[cH:8][cH:9][cH:10][cH:11][c:12]2[cH:13]1.